Dataset: the Open Reaction Database (ORD), a public repository of structured organic reaction records. Task: describe an organic reaction: reactants, conditions, products, and yield Starting materials: O=C1CCC(=O)N1Br, O=C(OOC(=O)c1ccccc1)c1ccccc1, ClC(Cl)(Cl)Cl, CC(=O)N(C(C)=O)c1cc(C)c(Cl)cc1F. Product: CC(=O)N(C(C)=O)c1cc(CBr)c(Cl)cc1F. Reaction SMILES: [Br:17][N:18]1[C:19](=[O:20])[CH2:21][CH2:22][C:23]1=[O:24].[C:25]([O:26][O:27][C:28](=[O:29])[c:30]1[cH:31][cH:32][cH:33][cH:34][cH:35]1)(=[O:36])[c:37]1[cH:38][cH:39][cH:40][cH:41][cH:42]1.[C:43]([Cl:44])([Cl:45])([Cl:46])[Cl:47].[Cl:1][c:2]1[c:3]([CH3:16])[cH:4][c:5]([N:9]([C:10]([CH3:11])=[O:12])[C:13]([CH3:14])=[O:15])[c:6]([F:8])[cH:7]1>>[Cl:1][c:2]1[c:3]([CH2:16][Br:17])[cH:4][c:5]([N:9]([C:10]([CH3:11])=[O:12])[C:13]([CH3:14])=[O:15])[c:6]([F:8])[cH:7]1. The reactants are [Cl-].[Na+] (sodium chloride), ClC1=CC=C(C=CCCl)C=C1 (4-chlorocinnamyl chloride), C([O-])([O-])=O.[K+].[K+] (potassium carbonate), C1(=C(C=CC=C1)N)N (1,2-phenylenediamine). Yield: 82.2%. As a reaction SMILES: [C:1]1([NH2:8])[CH:6]=[CH:5][CH:4]=[CH:3][C:2]=1[NH2:7].[Cl:9][C:10]1[CH:19]=[CH:18][C:13]([CH:14]=[CH:15][CH2:16]Cl)=[CH:12][CH:11]=1.C(=O)([O-])[O-].[K+].[K+].[Cl-].[Na+]>CN(C)C=O.O>[Cl:9][C:10]1[CH:19]=[CH:18][C:13]([CH:14]=[CH:15][CH2:16][NH:7][C:2]2[CH:3]=[CH:4][CH:5]=[CH:6][C:1]=2[NH2:8])=[CH:12][CH:11]=1 |f:2.3.4,5.6|. Solvent: O (water), CN(C=O)C (dimethylformamide). Yields the product ClC1=CC=C(C=CCNC2=C(C=CC=C2)N)C=C1 (N-4-Chlorocinnamyl-1,2-Phenylenediamine). Procedure: 19.6 g of 1,2-phenylenediamine was dissolved in 300 ml of dimethylformamide, to the solution were added 11.3 g of the above-prepared 4-chlorocinnamyl chloride crystals and 12.5 g of potassium carbonate at a room temperature with stirring, and the mixture was stirred for 48 hours under the same condition. After adding water and sodium chloride, the reaction mixture was extracted twice with 1000 ml of chloroform, and the extract was dried over magnesium sulfate and evaporated to remove the solvent... Reactants: CN1C(=NC2=C1C=CC(=C2)C(=O)O)NC=2SC1=C(N2)C=CC(=C1)OC(F)(F)F (1-methyl-2-(6-trifluoromethoxy-benzothiazol-2-ylamino)-1H-benzoimidazole-5-carboxylic acid), CCN(C(C)C)C(C)C (DIEA), Cl.FCCN (2-fluoroethylamine hydrochloride), C=1C=CC(=CC1)P(=O)(C=2C=CC=CC2)N=[N+]=[N-] (DPPA). The product is FCCNC(=O)C1=CC2=C(N(C(=N2)NC=2SC3=C(N2)C=CC(=C3)OC(F)(F)F)C)C=C1 (1-Methyl-2-(6-trifluoromethoxy-benzothiazol-2-ylamino)-1H-benzoimidazole-5-carboxylic acid (2-fluoro-ethyl)-amide). The yield is 28.4%. Reaction SMILES: [CH3:1][N:2]1[C:6]2[CH:7]=[CH:8][C:9]([C:11](O)=[O:12])=[CH:10][C:5]=2[N:4]=[C:3]1[NH:14][C:15]1[S:16][C:17]2[CH:23]=[C:22]([O:24][C:25]([F:28])([F:27])[F:26])[CH:21]=[CH:20][C:18]=2[N:19]=1.Cl.[F:30][CH2:31][CH2:32][NH2:33].C1C=CC(P(N=[N+]=[N-])(C2C=CC=CC=2)=O)=CC=1.CCN(C(C)C)C(C)C>>[F:30][CH2:31][CH2:32][NH:33][C:11]([C:9]1[CH:8]=[CH:7][C:6]2[N:2]([CH3:1])[C:3]([NH:14][C:15]3[S:16][C:17]4[CH:23]=[C:22]([O:24][C:25]([F:28])([F:26])[F:27])[CH:21]=[CH:20][C:18]=4[N:19]=3)=[N:4][C:5]=2[CH:10]=1)=[O:12] |f:1.2|. Procedure details: 1-Methyl-2-(6-trifluoromethoxy-benzothiazol-2-ylamino)-1H-benzoimidazole-5-carboxylic acid (2-fluoro-ethyl)-amide (31 mg) was prepared by following General Procedure N starting from 1-methyl-2-(6-trifluoromethoxy-benzothiazol-2-ylamino)-1H-benzoimidazole-5-carboxylic acid (100 mg), 2-fluoroethylamine hydrochloride (24 mg), DPPA (53 uL), and DIEA (43 uL). LC/MS: m/z 454.8. 1H NMR (DMSO-d6, 400 MHz): δ 12.37 (bs, 1H), 8.67 (s, 1H), 8.10 (s, 1H), 7.90 (s, 1H), 7.79 (d, 1H), 7.71 (d, 1H), 7.49 (d, 1... Starting materials: CC(=O)Nc1ccc(Br)c(Cl)c1F, CN(C)C=O, N#C[Cu], O. The product is CC(=O)Nc1ccc(C#N)c(Cl)c1F. As a reaction SMILES: [Br:1][c:2]1[c:3]([Cl:13])[c:4]([F:12])[c:5]([NH:8][C:9]([CH3:10])=[O:11])[cH:6][cH:7]1.[CH3:18][N:19]([CH3:20])[CH:21]=[O:22].[Cu:14][C:15]#[N:16].[OH2:17]>>[c:2]1([C:15]#[N:16])[c:3]([Cl:13])[c:4]([F:12])[c:5]([NH:8][C:9]([CH3:10])=[O:11])[cH:6][cH:7]1.